From a dataset of the Open Reaction Database (ORD), a public repository of structured organic reaction records. describe an organic reaction: reactants, conditions, products, and yield Reactants: ClC(Cl)(OC(OC(Cl)(Cl)Cl)=O)Cl (triphosgene), ClC=1C=C(C=C(C1)Cl)C(C(=O)N(C)[C@@H]1CNC[C@H]1C1=CC=C(C=C1)F)(C)C (rac-2-(3,5-dichloro-phenyl)-N-[(3S,4R)-4-(4-fluoro-phenyl)-pyrrolidin-3-yl]-N-methyl-isobutyramide), N1=CC=CC=C1 (pyridine). Run in C(Cl)Cl (CH2Cl2), C(Cl)Cl (CH2Cl2). Run at time 2 hour. Yields the product ClC=1C=C(C=C(C1)Cl)C(C(=O)N(C1CN(CC1C1=CC=C(C=C1)F)C(=O)Cl)C)(C)C (rac-(3S,4R)-3-{[2-(3,5-Dichloro-phenyl)-2-methyl-propionyl]-methyl-amino}-4-(4-fluoro-phenyl)-pyrrolidine-1-carbonyl chloride). Yield: 196.1%. As a reaction SMILES: ClC(Cl)(OC(=O)[O:6][C:7]([Cl:10])(Cl)Cl)Cl.[Cl:13][C:14]1[CH:15]=[C:16]([C:21]([CH3:39])([CH3:38])[C:22]([N:24]([C@H:26]2[C@H:30]([C:31]3[CH:36]=[CH:35][C:34]([F:37])=[CH:33][CH:32]=3)[CH2:29][NH:28][CH2:27]2)[CH3:25])=[O:23])[CH:17]=[C:18]([Cl:20])[CH:19]=1.N1C=CC=CC=1>C(Cl)Cl>[Cl:13][C:14]1[CH:15]=[C:16]([C:21]([CH3:39])([CH3:38])[C:22]([N:24]([CH3:25])[CH:26]2[CH:30]([C:31]3[CH:32]=[CH:33][C:34]([F:37])=[CH:35][CH:36]=3)[CH2:29][N:28]([C:7]([Cl:10])=[O:6])[CH2:27]2)=[O:23])[CH:17]=[C:18]([Cl:20])[CH:19]=1. Procedure: To a stirred solution of carbonic acid ditrichloromethyl ester (triphosgene) (12 mg, 0.040 mmol) in CH2Cl2 (3 ml) at −78° C., was added a solution of rac-2-(3,5-dichloro-phenyl)-N-[(3S,4R)-4-(4-fluoro-phenyl)-pyrrolidin-3-yl]-N-methyl-isobutyramide (Intermediate VII-5), (41 mg, 0.10 mmol) and pyridine (0.02 ml, 0.22 mmol) in CH2Cl2 (2 ml) over 30 minutes. The temperature was raised to RT, and stirring was continued for 2 hours. The organic phase was washed with H2O, dried over Na2SO4. Purificati... Starting materials: CCOC(=O)CN(c1cccc2cc(C3=NCC(CN4CCOCC4)S3)[nH]c12)S(=O)(=O)c1cccs1, CO, Cl, [K+], C1CCOC1, [OH-], O. Product: O=C(O)CN(c1cccc2cc(C3=NCC(CN4CCOCC4)S3)[nH]c12)S(=O)(=O)c1cccs1. Reaction SMILES: [CH2:1]([CH3:2])[O:3][C:4]([CH2:5][N:6]([S:7](=[O:8])(=[O:9])[c:10]1[s:11][cH:12][cH:13][cH:14]1)[c:15]1[cH:16][cH:17][cH:18][c:19]2[cH:20][c:21]([C:24]3=[N:28][CH2:27][CH:26]([CH2:29][N:30]4[CH2:31][CH2:32][O:33][CH2:34][CH2:35]4)[S:25]3)[nH:22][c:23]12)=[O:36].[CH3:45][OH:46].[ClH:39].[K+:38].[O:40]1[CH2:41][CH2:42][CH2:43][CH2:44]1.[OH-:37].[OH2:47]>>[O:3]=[C:4]([CH2:5][N:6]([S:7](=[O:8])(=[O:9])[c:10]1[s:11][cH:12][cH:13][cH:14]1)[c:15]1[cH:16][cH:17][cH:18][c:19]2[cH:20][c:21]([C:24]3=[N:28][CH2:27][CH:26]([CH2:29][N:30]4[CH2:31][CH2:32][O:33][CH2:34][CH2:35]4)[S:25]3)[nH:22][c:23]12)[OH:36]. Reactants: FC=1C=C(C=CC1F)CC(=O)O (3,4-difluorophenylacetic acid), CSC1=CC=C(C=O)C=C1 (4-(methylthio)benzaldehyde), C[O-].[Na+] (sodium methoxide). Run in C(C)(=O)OC(C)=O (acetic anhydride). Yields the product FC=1C=C(C=CC1F)C(C(=O)O)=CC1=CC=C(C=C1)SC (2-(3,4-difluorophenyl)-3-[4-(methylthio)phenyl]acrylic acid). The yield is 68.0%. RXN SMILES: [F:1][C:2]1[CH:3]=[C:4]([CH2:9][C:10]([OH:12])=[O:11])[CH:5]=[CH:6][C:7]=1[F:8].[CH3:13][S:14][C:15]1[CH:22]=[CH:21][C:18]([CH:19]=O)=[CH:17][CH:16]=1.C[O-].[Na+]>C(OC(=O)C)(=O)C>[F:1][C:2]1[CH:3]=[C:4]([C:9](=[CH:19][C:18]2[CH:21]=[CH:22][C:15]([S:14][CH3:13])=[CH:16][CH:17]=2)[C:10]([OH:12])=[O:11])[CH:5]=[CH:6][C:7]=1[F:8] |f:2.3|. Procedure details: A mixture of 3,4-difluorophenylacetic acid (10 g), 4-(methylthio)benzaldehyde (8.84 g) and sodium methoxide (3.14 g) in acetic anhydride (30 ml) was refluxed for 20 hours. The solvent was evaporated, and the residue was dissolved in ethyl acetate, washed with dilute hydrochloric acid and water, dried and concentrated to dryness. The obtained solid material was washed with ethanol and dried to give crystals of 2-(3,4-difluorophenyl)-3-[4-(methylthio)phenyl]acrylic acid (12.1 g). Reactants: C(CCC)NC1=C2C(=NC3=C1C=NN3CC)C(C3=C(CC2)C=CC=C3)=NCCCC (N-butyl-11-(butylimino)-1-ethyl-1,5,6,11-tetrahydrobenzo[5,6]cyclohepta[1,2-b]pyrazolo[4,3-e]pyridin-4-amine), S(O)(O)(=O)=O (sulfuric acid). Solvent: C(C)(=O)OCC.CCOCC (ethyl acetate ether). Product: C(CCC)NC1=C2C(=NC3=C1C=NN3CC)C(C3=C(CC2)C=CC=C3)=O (4-(Butylamino)-1-ethyl-5,6-dihydrobenzo[5,6]cyclohepta[1,2-b]pyrazolo[4,3-e]pyridin-11(1H)-one). RXN SMILES: [CH2:1]([NH:5][C:6]1[C:11]2[CH:12]=[N:13][N:14]([CH2:15][CH3:16])[C:10]=2[N:9]=[C:8]2[C:17](=NCCCC)[C:18]3[CH:25]=[CH:24][CH:23]=[CH:22][C:19]=3[CH2:20][CH2:21][C:7]=12)[CH2:2][CH2:3][CH3:4].S(=O)(=O)(O)[OH:32]>C(OCC)(=O)C.CCOCC>[CH2:1]([NH:5][C:6]1[C:11]2[CH:12]=[N:13][N:14]([CH2:15][CH3:16])[C:10]=2[N:9]=[C:8]2[C:17](=[O:32])[C:18]3[CH:25]=[CH:24][CH:23]=[CH:22][C:19]=3[CH2:20][CH2:21][C:7]=12)[CH2:2][CH2:3][CH3:4] |f:2.3|. Reported procedure: 7.2 g. of N-butyl-11-(butylimino)-1-ethyl-1,5,6,11-tetrahydrobenzo[5,6]cyclohepta[1,2-b]pyrazolo[4,3-e]pyridin-4-amine (0.018 mol.) and 100 ml. of aqueous sulfuric acid (30%) are reacted according to the procedure of Example 6, yield: 4.7 g. (75%); m.p. 181°-183° (ethyl acetate/ether). Starting materials: [Cl-].[Cl-].C(C)(C)(C)C1=C(C=CC(=C1)C(C)(C)C)OP(O)O (phosphorous acid 2,4-di-tert-butylphenyl ester-dichloride), 4,4'-Biphenylene bis- (1-naphthyl-phosphinous acid 2,4-di-tert-butylphenyl ester), BrC1=CC=C(C=C1)C1=CC=C(C=C1)Br (4,4'-dibromobiphenyl), [Mg] (magnesium). Solvent: O1CCCC1.CCCCCCC (tetrahydrofuran heptane), O1CCCC1 (tetrahydrofuran). Product: Grignard reagent, BrC1=CC=CC2=CC=CC=C12 (1-bromonaphthalene). Yield: 200.0%. Reaction SMILES: Br[C:2]1[CH:7]=[CH:6][C:5]([C:8]2[CH:13]=[CH:12][C:11]([Br:14])=CC=2)=[CH:4][CH:3]=1.[Mg].[Cl-].[Cl-].C(C1C=C(C(C)(C)C)C=CC=1OP(O)O)(C)(C)C>O1CCCC1.O1CCCC1.CCCCCCC>[Br:14][C:11]1[C:4]2[C:5](=[CH:6][CH:7]=[CH:2][CH:3]=2)[CH:8]=[CH:13][CH:12]=1 |f:2.3.4,6.7|. Reported procedure: 4,4'-Biphenylene-bis- (1-naphthyl-phosphinous acid 2,4-di-tert-butylphenyl ester): in deviation from the general instructions, 200 mmol (=62.4 g) of 4,4'-dibromobiphenyl were subjected to a Grignard reaction with 600 mmol (=14.6 g) of magnesium filings in 600 ml of tetrahydrofuran under the action of ultrasound (40 kHz), and the product was then reacted with 400 mmol (=122.9 g) of phosphorous acid 2,4-di-tert-butylphenyl ester-dichloride in 700 ml of tetrahydrofuran/heptane=1/6. The Grignard rea...